This data is from the Open Reaction Database (ORD), a public repository of structured organic reaction records. The task is: describe an organic reaction: reactants, conditions, products, and yield The reactants are CC1=C(C=C(C=C1)C=1OC(=NN1)C)C1=CC=C(C=C1)C(=O)O (2′-methyl-5′-(5-methyl-1,3,4-oxadiazol-2-yl)-1,1′-biphenyl-4-carboxylic acid), C1(=CC=C(C=C1)S(=O)(=O)NC1=CC=C(N)C=C1)C (4-(p-toluenesulphonamido)aniline). Yields the product CC1=C(C=C(C=C1)C=1OC(=NN1)C)C1=CC=C(C=C1)C(=O)NC1=CC=C(C=C1)NS(=O)(=O)C1=CC=C(C=C1)C (2′-Methyl-5′-(5-methyl-1,3,4-oxadiazol-2-yl)-N-[4-(p-toluenesulphonamido)phenyl]-1,1′-biphenyl-4-carboxamide). RXN SMILES: [CH3:1][C:2]1[CH:7]=[CH:6][C:5]([C:8]2[O:9][C:10]([CH3:13])=[N:11][N:12]=2)=[CH:4][C:3]=1[C:14]1[CH:19]=[CH:18][C:17]([C:20](O)=[O:21])=[CH:16][CH:15]=1.[C:23]1([CH3:40])[CH:28]=[CH:27][C:26]([S:29]([NH:32][C:33]2[CH:39]=[CH:38][C:36]([NH2:37])=[CH:35][CH:34]=2)(=[O:31])=[O:30])=[CH:25][CH:24]=1>>[CH3:1][C:2]1[CH:7]=[CH:6][C:5]([C:8]2[O:9][C:10]([CH3:13])=[N:11][N:12]=2)=[CH:4][C:3]=1[C:14]1[CH:19]=[CH:18][C:17]([C:20]([NH:37][C:36]2[CH:35]=[CH:34][C:33]([NH:32][S:29]([C:26]3[CH:27]=[CH:28][C:23]([CH3:40])=[CH:24][CH:25]=3)(=[O:31])=[O:30])=[CH:39][CH:38]=2)=[O:21])=[CH:16][CH:15]=1. Procedure details: 2′-Methyl-5′-(5-methyl-1,3,4-oxadiazol-2-yl)-N-[4-(p-toluenesulphonamido)phenyl]-1,1′-biphenyl-4-carboxamide was prepared from 2′-methyl-5′-(5-methyl-1,3,4-oxadiazol-2-yl)-1,1′-biphenyl-4-carboxylic acid and 4-(p-toluenesulphonamido)aniline using method I. NMR; δH [2H6]—DMSO 10.26,(1H, s), 10.08,(1H, b), 8.01,(2H, d), 7.90,(1H, dd), 7.77,(1H, d), 7.63,(4H, m), 7.56,(3H, m), 7.33,(2H, d), 7.06,(2H, d), 2.56,(3H, s), 2.33-2.32,(6H, m). LCMS; retention time 3.52 min, MH+ 539. Reactants: CC(=O)O, O=N[O-], Cc1nnc(N)c2[nH]cnc12, [Na+], O, O=S(=O)(O)O. Yields the product Cc1n[nH]c(=O)c2[nH]cnc12. Reaction SMILES: [CH3:22][C:23](=[O:24])[OH:25].[N:1]([O-:2])=[O:3].[NH2:5][c:6]1[c:7]2[c:8]([c:9]([CH3:12])[n:10][n:11]1)[n:13][cH:14][nH:15]2.[Na+:4].[OH2:21].[S:16]([OH:17])(=[O:18])(=[O:19])[OH:20]>>[c:6]1(=[O:17])[c:7]2[c:8]([c:9]([CH3:12])[n:10][nH:11]1)[n:13][cH:14][nH:15]2. Product: C(C)(C)(C)OC(=O)N1CCC2(C(N(CN2C2=CC=CC=C2)CC(=O)O)=O)CC1 (8-(t-Butoxycarbonyl)-4-keto-1-phenyl-1,3,8-triazaspiro[4.5]decan-3-acetic Acid). The solvent is O (water). Starting materials: C(C)(C)(C)OC(=O)N1CCC2(C(N(CN2C2=CC=CC=C2)CC(=O)OC)=O)CC1 (methyl 8-(t-butoxycarbonyl)-4-keto-1-phenyl-1.3.8-triazaspiro[4.5]decan-3-acetate), C([O-])([O-])=O.[K+].[K+] (potassium carbonate), CO (methanol). Isolated yield 81.3%. As a reaction SMILES: [C:1]([O:5][C:6]([N:8]1[CH2:29][CH2:28][C:11]2([N:15]([C:16]3[CH:21]=[CH:20][CH:19]=[CH:18][CH:17]=3)[CH2:14][N:13]([CH2:22][C:23]([O:25]C)=[O:24])[C:12]2=[O:27])[CH2:10][CH2:9]1)=[O:7])([CH3:4])([CH3:3])[CH3:2].C(=O)([O-])[O-].[K+].[K+].CO>O>[C:1]([O:5][C:6]([N:8]1[CH2:9][CH2:10][C:11]2([N:15]([C:16]3[CH:17]=[CH:18][CH:19]=[CH:20][CH:21]=3)[CH2:14][N:13]([CH2:22][C:23]([OH:25])=[O:24])[C:12]2=[O:27])[CH2:28][CH2:29]1)=[O:7])([CH3:4])([CH3:2])[CH3:3] |f:1.2.3|. Procedure: A stirred mixture of 2.96 g (7.8 mmol) of methyl 8-(t-butoxycarbonyl)-4-keto-1-phenyl-1.3.8-triazaspiro[4.5]decan-3-acetate, 2.03 g (14.7 mmol) of potassium carbonate, 30 ml of methanol and 10 ml of water was heated under reflux for 2 hours. The mixture was concentrated to about one-third of its original volume, diluted with 20 ml of water and acidified with 2N HCl at 0° C. The mixture was extracted with ethyl acetate and the extracts were washed with water and brine, dried, and concentrated in ... Reactants: COC(C1=C(C=CC(=C1)C#N)CBr)=O (2-bromomethyl-5-cyano-benzoic acid methyl ester), C(=O)([O-])[O-].[K+].[K+] (K2CO3), CC=1C(=NC=C(C1)C)CNS(=O)(=O)C1=C(C=CC=C1)[N+](=O)[O-] (N-(3,5-dimethyl-pyridin-2-ylmethyl)-2-nitro-benzenesulfonamide). Solvent: CC#N (CH3CN). Conditions: temperature 80 celsius, time 3 hour. The product is COC(C1=C(C=CC(=C1)C#N)CN(S(=O)(=O)C1=C(C=CC=C1)[N+](=O)[O-])CC1=NC=C(C=C1C)C)=O (5-cyano-2-{[(3,5-dimethyl-pyridin-2-ylmethyl)-(2-nitro-benzenesulfonyl)-amino]-methyl}-benzoic acid methyl ester). The yield is 97.3%. RXN SMILES: [CH3:1][C:2]1[C:3]([CH2:9][NH:10][S:11]([C:14]2[CH:19]=[CH:18][CH:17]=[CH:16][C:15]=2[N+:20]([O-:22])=[O:21])(=[O:13])=[O:12])=[N:4][CH:5]=[C:6]([CH3:8])[CH:7]=1.[CH3:23][O:24][C:25](=[O:36])[C:26]1[CH:31]=[C:30]([C:32]#[N:33])[CH:29]=[CH:28][C:27]=1[CH2:34]Br.C([O-])([O-])=O.[K+].[K+]>CC#N>[CH3:23][O:24][C:25](=[O:36])[C:26]1[CH:31]=[C:30]([C:32]#[N:33])[CH:29]=[CH:28][C:27]=1[CH2:34][N:10]([CH2:9][C:3]1[C:2]([CH3:1])=[CH:7][C:6]([CH3:8])=[CH:5][N:4]=1)[S:11]([C:14]1[CH:19]=[CH:18][CH:17]=[CH:16][C:15]=1[N+:20]([O-:22])=[O:21])(=[O:12])=[O:13] |f:2.3.4|. Procedure details: To a solution of N-(3,5-dimethyl-pyridin-2-ylmethyl)-2-nitro-benzenesulfonamide (0.60 g, 1.87 mmol) dissolved in CH3CN (10 mL) was added 2-bromomethyl-5-cyano-benzoic acid methyl ester (0.50 g, 1.96 mmol) and K2CO3 (0.72 g, 5.61 mmol). The mixture was stirred at 80° C. for 3 hours, then concentrated in vacuo and redissolved in CH2Cl2 (50 mL). Saturated aqueous NaHCO3 (50 mL) was added and the mixture was extracted with CH2Cl2 (3×50 mL). The combined organic extracts were dried (Na2SO4), filtered... Starting materials: CS(=O)(=O)OCCCC1=C(N=NN1C1=CC=C(C=C1)C(=O)NCC)C(=O)NC1CC1 ((4-[(Cyclopropylamino)carbonyl]-1-{4-[(ethylamino)carbonyl]phenyl}-1H-1,2,3-triazol-5-yl)propyl methanesulfonate), C([O-])([O-])=O.[K+].[K+] (potassium carbonate), FC(CO)F (2,2-difluoroethanol). Run in C(C)#N (acetonitrile). Run at temperature 80 celsius, time 8 hour. The product is C1(CC1)NC(=O)C=1N=NN(C1CCCOCC(F)F)C1=CC=C(C=C1)C(=O)NCC (N-cyclopropyl-5-[3-(2,2-difluoroethoxy)propyl]-1-{4-[(ethylamino)carbonyl]phenyl}-1H-1,2,3-triazole-4-carboxamide). The yield is 24.0%. Reaction SMILES: CS([O:5][CH2:6][CH2:7][CH2:8][C:9]1[N:13]([C:14]2[CH:19]=[CH:18][C:17]([C:20]([NH:22][CH2:23][CH3:24])=[O:21])=[CH:16][CH:15]=2)[N:12]=[N:11][C:10]=1[C:25]([NH:27][CH:28]1[CH2:30][CH2:29]1)=[O:26])(=O)=O.C(=O)([O-])[O-].[K+].[K+].[F:37][CH:38]([F:41])[CH2:39]O>C(#N)C>[CH:28]1([NH:27][C:25]([C:10]2[N:11]=[N:12][N:13]([C:14]3[CH:19]=[CH:18][C:17]([C:20]([NH:22][CH2:23][CH3:24])=[O:21])=[CH:16][CH:15]=3)[C:9]=2[CH2:8][CH2:7][CH2:6][O:5][CH2:39][CH:38]([F:41])[F:37])=[O:26])[CH2:30][CH2:29]1 |f:1.2.3|. Procedure details: (4-[(Cyclopropylamino)carbonyl]-1-{4-[(ethylamino)carbonyl]phenyl}-1H-1,2,3-triazol-5-yl)propyl methanesulfonate (218 mg, 0.5 mmol) obtained in Example 1201a), potassium carbonate (69 mg, 0.5 mmol, 1.0 eq.) and 2,2-difluoroethanol (0.5 ml) were suspended in acetonitrile (3 ml) and the mixture was stirred at 80° C. for 8 hr. The reaction mixture was concentrated, and chloroform (10 ml) and water (10 ml) were added to the residue. After partitioning, the organic layer was dried over anhydrous sodi... The reactants are CC(C)(C)[Si](C)(C)Cl, CN(C)C=O, OCc1ccncc1, c1c[nH]cn1. Product: CC(C)(C)[Si](C)(C)OCc1ccncc1. RXN SMILES: [C:9]([CH3:10])([CH3:11])([CH3:12])[Si:13]([CH3:14])([CH3:15])[Cl:16].[O:22]=[CH:23][N:24]([CH3:25])[CH3:26].[n:1]1[cH:2][cH:3][c:4]([CH2:7][OH:8])[cH:5][cH:6]1.[nH:17]1[cH:18][cH:19][n:20][cH:21]1>>[n:1]1[cH:2][cH:3][c:4]([CH2:7][O:8][Si:13]([C:9]([CH3:10])([CH3:11])[CH3:12])([CH3:14])[CH3:15])[cH:5][cH:6]1. The reactants are FC1=CC=C(OC[C@H]2C[C@@H](CO2)SC(C)=O)C=C1 (Ethanethioic acid trans-(±)-S-[5-[(4-fluorophenoxy)methyl]tetrahydro-3-furanyl]ester), C[O-].[Na+].CO (sodium methoxide methyl alcohol). Run in O1CCCC1 (tetrahydrofuran). Product: FC1=CC=C(OCC2CC(CO2)S)C=C1 (5-[(4-Fluorophenoxy)methyl]tetrahydro-3-furanthiol). The yield is 52.4%. As a reaction SMILES: [F:1][C:2]1[CH:18]=[CH:17][C:5]([O:6][CH2:7][C@@H:8]2[O:12][CH2:11][C@@H:10]([S:13]C(=O)C)[CH2:9]2)=[CH:4][CH:3]=1.C[O-].[Na+].CO>O1CCCC1>[F:1][C:2]1[CH:3]=[CH:4][C:5]([O:6][CH2:7][CH:8]2[O:12][CH2:11][CH:10]([SH:13])[CH2:9]2)=[CH:17][CH:18]=1 |f:1.2.3|. Procedure details: The title compound is prepared by the procedure of Example 16 using 0.943 g of product from Example 35, 0.86 ml of 25% sodium methoxide/methyl alcohol and 12 ml of tetrahydrofuran to give 0.417 g of the desired product. The reactants are C(C1=CC=CC=C1)C1C(N(C(S1)=O)CCOC1=CC=C(C=C2C(NC(S2)=O)=O)C=C1)=O (5-(4-[2-(5-Benzyl-2, 4-thiazolidinedion-3-yl ) -ethoxy]benzylidene)-2,4-thiazolidinedione). Reagents/catalysts: [Pd] (Palladium-charcoal). The solvent is O1CCOCC1 (dioxan). Product: C(C1=CC=CC=C1)C1C(N(C(S1)=O)CCOC1=CC=C(CC2C(NC(S2)=O)=O)C=C1)=O (5-(4-[2-(5-Benzyl-2,4-thiazolidinedion-3-yl)ethoxy]benzyl)-2,4-thiazolidinedione). As a reaction SMILES: [CH2:1]([CH:8]1[S:12][C:11](=[O:13])[N:10]([CH2:14][CH2:15][O:16][C:17]2[CH:30]=[CH:29][C:20]([CH:21]=[C:22]3[S:26][C:25](=[O:27])[NH:24][C:23]3=[O:28])=[CH:19][CH:18]=2)[C:9]1=[O:31])[C:2]1[CH:7]=[CH:6][CH:5]=[CH:4][CH:3]=1>O1CCOCC1.[Pd]>[CH2:1]([CH:8]1[S:12][C:11](=[O:13])[N:10]([CH2:14][CH2:15][O:16][C:17]2[CH:30]=[CH:29][C:20]([CH2:21][CH:22]3[S:26][C:25](=[O:27])[NH:24][C:23]3=[O:28])=[CH:19][CH:18]=2)[C:9]1=[O:31])[C:2]1[CH:7]=[CH:6][CH:5]=[CH:4][CH:3]=1. Procedure details: 5-(4-[2-(5-Benzyl-2, 4-thiazolidinedion-3-yl ) -ethoxy]benzylidene)-2,4-thiazolidinedione (3.0 g) was dissolved in dioxan (400ml) and hydrogenated over 10% Palladium-charcoal (6 g) at 150 psi overnight. The reaction mixture was filtered through diatomaceous earth, the filter-cake washed with dioxan, and the combined dioxan solutions evaporated to afford the title compound as a gum. This material was used directly in salt formation.